This data is from the Open Reaction Database (ORD), a public repository of structured organic reaction records. The task is: describe an organic reaction: reactants, conditions, products, and yield The reactants are NC=1SC=C(N1)/C(/C(=O)OCC)=N/O (ethyl 2-(2-amino-4-thiazolyl)-2-(Z)-hydroxyimino-acetate), N-chloroacetylhexamethyleneimine, C(C)N(C(C)C)C(C)C (N-ethyldiisopropylamine), [I-].[Na+] (sodium iodide), C(C)#N (acetonitrile), C(C)(=O)OCC (ethyl acetate). Yields the product NC=1SC=C(N1)/C(/C(=O)OCC)=N/OCC(=O)N1CCCCCC1 (ethyl 2-(2-amino-4-thiazolyl)-2-[(Z)-[[(hexahydro-1H-azepin-1-yl)carbonyl]methoxy]imino]-acetate). As a reaction SMILES: [NH2:1][C:2]1[S:3][CH:4]=[C:5](/[C:7](=[N:13]/[OH:14])/[C:8]([O:10][CH2:11][CH3:12])=[O:9])[N:6]=1.[CH2:15]([N:17]([CH:21]([CH3:23])C)[CH:18]([CH3:20])C)[CH3:16].[I-].[Na+].C(OCC)(=[O:28])C.[C:32](#N)[CH3:33]>>[NH2:1][C:2]1[S:3][CH:4]=[C:5](/[C:7](=[N:13]/[O:14][CH2:23][C:21]([N:17]2[CH2:15][CH2:16][CH2:33][CH2:32][CH2:20][CH2:18]2)=[O:28])/[C:8]([O:10][CH2:11][CH3:12])=[O:9])[N:6]=1 |f:2.3|. Procedure details: 99 g of ethyl 2-(2-amino-4-thiazolyl)-2-(Z)-hydroxyimino-acetate, 121.4 g of N-chloroacetylhexamethyleneimine, 238 ml of N-ethyldiisopropylamine and 103.5 g of sodium iodide are stirred at room temperature for 12 hours in 1675 ml of acetonitrile. The mixture is poured into 7 l of ethyl acetate, washed with water, dried over magnesium sulphate and concentrated. After recrystallization from isopropyl acetate, there are obtained 136 g of ethyl 2-(2-amino-4-thiazolyl)-2-[(Z)-[[(hexahydro-1H-azepin-1...